Dataset: the Open Reaction Database (ORD), a public repository of structured organic reaction records. Task: describe an organic reaction: reactants, conditions, products, and yield Starting materials: OCCC1=CC=C(C=C1)O (4-(2-hydroxyethyl)phenol), COC(CCBr)OC (3-bromopropionaldehyde dimethyl acetal), C([O-])([O-])=O.[Cs+].[Cs+] (cesium carbonate), [I-].[Na+] (sodium iodide). Solvent: CC(=O)C (acetone). Product: COC(CCOC1=CC=C(C=C1)CCO)OC (3-[4-(2-hydroxy-ethyl)phenyloxy]propionaldehyde dimethyl acetal). Reaction SMILES: [OH:1][CH2:2][CH2:3][C:4]1[CH:9]=[CH:8][C:7]([OH:10])=[CH:6][CH:5]=1.[CH3:11][O:12][CH:13]([O:17][CH3:18])[CH2:14][CH2:15]Br.C(=O)([O-])[O-].[Cs+].[Cs+].[I-].[Na+]>CC(C)=O>[CH3:11][O:12][CH:13]([O:17][CH3:18])[CH2:14][CH2:15][O:10][C:7]1[CH:8]=[CH:9][C:4]([CH2:3][CH2:2][OH:1])=[CH:5][CH:6]=1 |f:2.3.4,5.6|. Procedure: A mixture of 4-(2-hydroxyethyl)phenol (1 g), 3-bromopropionaldehyde dimethyl acetal (1.02 mL), cesium carbonate (2.83 g) and a catalytic amount of sodium iodide in acetone (15 mL) was stirred at room temperature overnight. The insoluble material was removed by filtration, and the filtrate was concentrated under reduced pressure. The residue was purified by column chromatography on aminopropylated silica gel (eluent: n-hexane/ethyl acetate=1/1) to give 3-[4-(2-hydroxy-ethyl)phenyloxy]propionaldeh... Reactants: COC(CCC1=CC(=CC=C1)CNCC1=CC=C(C=C1)C1=CC=CC=C1)=O (3-(3-{[(biphenyl-4-ylmethyl)-amino]-methyl}-phenyl)-propionic acid methyl ester), CS(=O)(=O)Cl (methanesulfonyl chloride). The solvent is C(C)N(CC)CC (triethylamine). Product: COC(CCC1=CC(=CC=C1)CN(S(=O)(=O)C)CC1=CC=C(C=C1)C1=CC=CC=C1)=O (3-{3-[(Biphenyl-4-ylmethyl-methanesulfonyl-amino)-methyl]-phenyl}-propionic acid methyl ester). As a reaction SMILES: [CH3:1][O:2][C:3](=[O:27])[CH2:4][CH2:5][C:6]1[CH:11]=[CH:10][CH:9]=[C:8]([CH2:12][NH:13][CH2:14][C:15]2[CH:20]=[CH:19][C:18]([C:21]3[CH:26]=[CH:25][CH:24]=[CH:23][CH:22]=3)=[CH:17][CH:16]=2)[CH:7]=1.[CH3:28][S:29](Cl)(=[O:31])=[O:30]>C(N(CC)CC)C>[CH3:1][O:2][C:3](=[O:27])[CH2:4][CH2:5][C:6]1[CH:11]=[CH:10][CH:9]=[C:8]([CH2:12][N:13]([CH2:14][C:15]2[CH:16]=[CH:17][C:18]([C:21]3[CH:26]=[CH:25][CH:24]=[CH:23][CH:22]=3)=[CH:19][CH:20]=2)[S:29]([CH3:28])(=[O:31])=[O:30])[CH:7]=1. Procedure: The title compound of Step A was prepared following the method described in Step B of Example 1 from 3-(3-{[(biphenyl-4-ylmethyl)-amino]-methyl}-phenyl)-propionic acid methyl ester, prepared in Step A of Example 12m, and methanesulfonyl chloride using triethylamine in place of N,N-diisopropylethylamine. 1H NMR (400 MHz, CDCl3) δ 7.56 (m, 4H), 7.44-7.23 (m, 6H), 7.14 (m, 3H), 4.35 (s, 2H), 4.33 (s, 2H), 3.64 (s, 3H), 2.92 (t, 2H), 2.78 (s, 3H), 2.59 (t, 2H). Starting materials: [OH-].[Na+] (sodium hydroxide), CO (methanol), C(C)N1CCN(CC1)C1=CC=C(C=N1)C(=O)OC (methyl 6-(4-ethyl-1-piperazinyl)pyridine-3-carboxylate). Solvent: O (water). Yields the product C(C)N1CCN(CC1)C1=CC=C(C=N1)C(=O)[O-].[Na+] (Sodium 6-(4-ethyl-1-piperazinyl)pyridine-3-carboxylate). Yield: 111.1%. Reaction SMILES: [OH-].[Na+:2].CO.[CH2:5]([N:7]1[CH2:12][CH2:11][N:10]([C:13]2[N:18]=[CH:17][C:16]([C:19]([O:21]C)=[O:20])=[CH:15][CH:14]=2)[CH2:9][CH2:8]1)[CH3:6]>O>[CH2:5]([N:7]1[CH2:8][CH2:9][N:10]([C:13]2[N:18]=[CH:17][C:16]([C:19]([O-:21])=[O:20])=[CH:15][CH:14]=2)[CH2:11][CH2:12]1)[CH3:6].[Na+:2] |f:0.1,5.6|. Procedure: A solution of 3.1 g of sodium hydroxide in 15 ml of water was added to 75 ml of methanol. 15 g of methyl 6-(4-ethyl-1-piperazinyl)pyridine-3-carboxylate was added and the mixture was heated under reflux for 1.5 hours. The solvent was distilled off under reduced pressure, to the resulting residue was added hot acetone and the crystal thus precipitated out was recovered by filtration. It was again washed with hot acetone to afford 17.2 g of the title compound as a crystal. The reactants are ClCCNC(=CC(=O)OC)CC(=O)OC (Dimethyl 3-(2-chloroethylamino)-2-pentenedioate), C(C)(=O)[O-].[Na+] (sodium acetate), CC(=O)C (acetone). The solvent is O (water). Reaction conditions: time 10 minute. The product is ClCCN1C(=C(C=C1)C(=O)OC)CC(=O)OC (methyl N-(2-chloroethyl)-3-methoxycarbonyl-2-pyrroleacetate). The yield is 90.2%. As a reaction SMILES: [C:1]([O-])(=O)[CH3:2].[Na+].[Cl:6][CH2:7][CH2:8][NH:9][C:10]([CH2:16][C:17]([O:19][CH3:20])=[O:18])=[CH:11][C:12]([O:14][CH3:15])=[O:13].CC(C)=O>O>[Cl:6][CH2:7][CH2:8][N:9]1[CH:2]=[CH:1][C:11]([C:12]([O:14][CH3:15])=[O:13])=[C:10]1[CH2:16][C:17]([O:19][CH3:20])=[O:18] |f:0.1|. Procedure: The hydrolysis solution was added to a mechanically-stirred slurry of sodium acetate (17.8 g, 212 mmol) in water (15 mL) at 0° C. over 1 hour, then stirred for a further 10 minutes. Dimethyl 3-(2-chloroethylamino)-2-pentenedioate (20.0 g, 85 mmol) was added, followed by acetone (50 mL), and the solution allowed to warm to room temperature and stirred for 20 hours. The resulting slurry was cooled to 0° C. and kept at that temperature for 4 hours, then filtered through a coarse frit. The precipita...